From a dataset of the Open Reaction Database (ORD), a public repository of structured organic reaction records. describe an organic reaction: reactants, conditions, products, and yield The reactants are Cl (HCl), O=C1[C@H](C\C=C/[C@@H]2N1CCCC2)NC(OC(C)(C)C)=O (tert-butyl (7S,10aR,Z)-6-oxo-1,2,3,4,6,7,8,10a-octahydropyrido[1,2-a]azepin-7-ylcarbamate). The solvent is O1CCOCC1 (1,4-dioxane). Reaction conditions: time 1 hour. The product is Cl.N[C@H]1C\C=C/[C@@H]2N(C1=O)CCCC2 ((7S,10aR,Z)-7-amino-1,2,3,4,7,8-hexahydropyrido[1,2-a]azepin-6(10aH)-one hydrochloride). Isolated yield 100.0%. Reaction SMILES: [ClH:1].[O:2]=[C:3]1[N:9]2[CH2:10][CH2:11][CH2:12][CH2:13][C@@H:8]2[CH:7]=[CH:6][CH2:5][C@@H:4]1[NH:14]C(=O)OC(C)(C)C>O1CCOCC1>[ClH:1].[NH2:14][C@@H:4]1[C:3](=[O:2])[N:9]2[CH2:10][CH2:11][CH2:12][CH2:13][C@@H:8]2[CH:7]=[CH:6][CH2:5]1 |f:3.4|. Procedure details: A solution of HCl (4.0 N in 1,4-dioxane, 2.33 mL, 9.32 mmol) was added to a 0° C. solution of tert-butyl (7S,10aR,Z)-6-oxo-1,2,3,4,6,7,8,10a-octahydropyrido[1,2-a]azepin-7-ylcarbamate (653 mg, 2.33 mmol) in 1,4-dioxane (0.93 mL). The reaction mixture was then stirred at rt for 1 hr. The reaction mixture was concentrated and dried under vacuum to give (7S,10aR,Z)-7-amino-1,2,3,4,7,8-hexahydropyrido[1,2-a]azepin-6(10aH)-one hydrochloride (504 mg, 2.33 mmol, 100% yield) as a tan solid. Anal. Calcd.... Reactants: C(C)(=O)OC1=C(C=C(C=CC(=O)N2CCC(CC2)C)C=C1)OC (1-(4-acetoxy-3-methoxycinnamoyl)-4-methylpiperidine), C([O-])([O-])=O.[K+].[K+] (potassium carbonate). Solvent: CO (methanol). Product: OC1=C(C=C(C=CC(=O)N2CCC(CC2)C)C=C1)OC (1-(4-hydroxy-3-methoxycinnamoyl)-4-methylpiperidine). The yield is 75.4%. RXN SMILES: C([O:4][C:5]1[CH:21]=[CH:20][C:8]([CH:9]=[CH:10][C:11]([N:13]2[CH2:18][CH2:17][CH:16]([CH3:19])[CH2:15][CH2:14]2)=[O:12])=[CH:7][C:6]=1[O:22][CH3:23])(=O)C.C(=O)([O-])[O-].[K+].[K+]>CO>[OH:4][C:5]1[CH:21]=[CH:20][C:8]([CH:9]=[CH:10][C:11]([N:13]2[CH2:18][CH2:17][CH:16]([CH3:19])[CH2:15][CH2:14]2)=[O:12])=[CH:7][C:6]=1[O:22][CH3:23] |f:1.2.3|. Reported procedure: Using 5.2 g of 1-(4-acetoxy-3-methoxycinnamoyl)-4-methylpiperidine (Example 55), 70 ml of methanol, and 5 g of potassium carbonate, a reaction similar to that conducted in Example 54 was carried out. As a result, 3.4 g of 1-(4-hydroxy-3-methoxycinnamoyl)-4-methylpiperidine (a compound of the present invention) was obtained as a yellow oil, which had the following physiochemical properties: Starting materials: O1CCOCC1.Cl (hydrogen chloride dioxane), O=C1N(OC(N1)=O)CC1=CC=C(OCC=2C(=C(C=CC2)C2=C(C=C(C=C2)OCCCNC(OC(C)(C)C)=O)C)C)C=C1 (tert-butyl (3-{[3′-({4-[(3,5-dioxo-1,2,4-oxadiazolidin-2-yl)methyl]phenoxy}methyl)-2,2′-dimethylbiphenyl-4-yl]oxy}propyl)carbamate). Run in C(C)(=O)OCC (ethyl acetate). Reaction conditions: temperature 0 celsius. Product: Cl.NCCCOC1=CC(=C(C=C1)C1=C(C(=CC=C1)COC1=CC=C(CN2OC(NC2=O)=O)C=C1)C)C (2-(4-{[4′-(3-aminopropoxy)-2,2′-dimethylbiphenyl-3-yl]methoxy}benzyl)-1,2,4-oxadiazolidine-3,5-dione hydrochloride). Reaction SMILES: O1CCOCC1.[ClH:7].[O:8]=[C:9]1[NH:13][C:12](=[O:14])[O:11][N:10]1[CH2:15][C:16]1[CH:49]=[CH:48][C:19]([O:20][CH2:21][C:22]2[C:23]([CH3:47])=[C:24]([C:28]3[CH:33]=[CH:32][C:31]([O:34][CH2:35][CH2:36][CH2:37][NH:38]C(=O)OC(C)(C)C)=[CH:30][C:29]=3[CH3:46])[CH:25]=[CH:26][CH:27]=2)=[CH:18][CH:17]=1>C(OCC)(=O)C>[ClH:7].[NH2:38][CH2:37][CH2:36][CH2:35][O:34][C:31]1[CH:32]=[CH:33][C:28]([C:24]2[CH:25]=[CH:26][CH:27]=[C:22]([CH2:21][O:20][C:19]3[CH:48]=[CH:49][C:16]([CH2:15][N:10]4[C:9](=[O:8])[NH:13][C:12](=[O:14])[O:11]4)=[CH:17][CH:18]=3)[C:23]=2[CH3:47])=[C:29]([CH3:46])[CH:30]=1 |f:0.1,4.5|. Procedure details: Under ice-cooling, a 4 M hydrogen chloride dioxane solution (15 ml) was added dropwise to a mixture of tert-butyl (3-{[3′-({4-[(3,5-dioxo-1,2,4-oxadiazolidin-2-yl)methyl]phenoxy}methyl)-2,2′-dimethylbiphenyl-4-yl]oxy}propyl)carbamate (1.95 g) and ethyl acetate (5 ml), followed by stirring at 0° C. for a while and then stirring at room temperature for 1.5 hours. The solvent was evaporated under a reduced pressure, and the solid precipitated was collected by filtration and dried by heating under a... Reactants: Cl.ClCC=1C=C(C=C(C1)CN1N=CN=C1)C(C#N)(C)C (2-[3-chloromethyl-5-(1H-1,2,4-triazol-1-ylmethyl)phenyl]-2-methylpropiononitrile hydrochloride), [C-]#N.[K+] (potassium cyanide), ClCCl (dichloromethane). Reagents/catalysts: [Br-].C(CCC)[N+](CCCC)(CCCC)CCCC (tetrabutylammonium bromide). The solvent is O (water), O (water). The product is C(#N)C(C)(C)C=1C=C(C=C(C1)CN1N=CN=C1)CC#N (3-(1-cyano-1-methylethyl)-5-(1H-1,2,4-triazol-1-ylmethyl)phenylacetonitrile). RXN SMILES: Cl.Cl[CH2:3][C:4]1[CH:5]=[C:6]([C:16]([CH3:20])([CH3:19])[C:17]#[N:18])[CH:7]=[C:8]([CH2:10][N:11]2[CH:15]=[N:14][CH:13]=[N:12]2)[CH:9]=1.[C-:21]#[N:22].[K+].ClCCl>[Br-].C([N+](CCCC)(CCCC)CCCC)CCC.O>[C:17]([C:16]([C:6]1[CH:5]=[C:4]([CH2:3][C:21]#[N:22])[CH:9]=[C:8]([CH2:10][N:11]2[CH:15]=[N:14][CH:13]=[N:12]2)[CH:7]=1)([CH3:20])[CH3:19])#[N:18] |f:0.1,2.3,5.6|. Reported procedure: A mixture of the product from Example 28 (0.73 g), tetrabutylammonium bromide (0.01 g), potassium cyanide (0.52 g), dichloromethane (2 ml) and water (2 ml) was heated under reflux for 3 h. It was then cooled, water (20 ml) was added, and the mixture was extracted three times with ethyl acetate. The extracts were combined, dried and evaporated to dryness under reduced pressure, and the residue was purified by flash column chromatography, eluting with methanol:ethyl acetate (3:97 by volume), to gi... Reactants: [Ag+], [C-]#N, COc1cc[nH]c1C=C1C(=O)Nc2cccc(C#C[Si](C)(C)C)c21, CCO, [K+], O=[N+]([O-])[O-], O. Product: C#Cc1cccc2c1C(=Cc1[nH]ccc1OC)C(=O)N2. Reaction SMILES: [Ag+:36].[C-:25]#[N:26].[CH3:1][O:2][c:3]1[c:4]([CH:8]=[C:9]2[C:10](=[O:24])[NH:11][c:12]3[cH:13][cH:14][cH:15][c:16]([C:18]#[C:19][Si:20]([CH3:21])([CH3:22])[CH3:23])[c:17]32)[nH:5][cH:6][cH:7]1.[CH3:28][CH2:29][OH:30].[K+:27].[N+:32]([O-:33])([O-:34])=[O:35].[OH2:31]>>[CH3:1][O:2][c:3]1[c:4]([CH:8]=[C:9]2[C:10](=[O:24])[NH:11][c:12]3[cH:13][cH:14][cH:15][c:16]([C:18]#[CH:19])[c:17]32)[nH:5][cH:6][cH:7]1. Reactants: resultant mixture, ClC1=C(N)C(=CC(=C1)Cl)Cl (2,4,6-trichloroaniline), [H-].[Na+] (sodium hydride), ClC1=C(C=C(C=C1[N+](=O)[O-])[N+](=O)[O-])C(F)(F)F (2-chloro-3,5-dinitrobenzotrifluoride), Cl (hydrochloric acid). Run in CN(C=O)C (dimethylformamide), O (water), CN(C=O)C (dimethylformamide), CN(C=O)C (dimethylformamide). Conditions: temperature 10 celsius, time 30 minute. The product is ClC1=C(NC2=C(C=C(C=C2[N+](=O)[O-])[N+](=O)[O-])C(F)(F)F)C(=CC(=C1)Cl)Cl (2(2,4,6-trichloroanilino)-3,5-dinitrobenzotrifluoride). Reaction SMILES: [Cl:1][C:2]1[CH:8]=[C:7]([Cl:9])[CH:6]=[C:5]([Cl:10])[C:3]=1[NH2:4].[H-].[Na+].Cl[C:14]1[C:19]([N+:20]([O-:22])=[O:21])=[CH:18][C:17]([N+:23]([O-:25])=[O:24])=[CH:16][C:15]=1[C:26]([F:29])([F:28])[F:27].Cl>CN(C)C=O.O>[Cl:1][C:2]1[CH:8]=[C:7]([Cl:9])[CH:6]=[C:5]([Cl:10])[C:3]=1[NH:4][C:14]1[C:19]([N+:20]([O-:22])=[O:21])=[CH:18][C:17]([N+:23]([O-:25])=[O:24])=[CH:16][C:15]=1[C:26]([F:27])([F:29])[F:28] |f:1.2|. Reported procedure: 2,4,6-trichloroaniline (3.9 g.) was dissolved in dimethylformamide (20 ml.) and carefully added to sodium hydride (obtained by washing sodium hydride in mineral oil (2.0 g; 50%) with petrol) suspended in dimethylformamide (10 ml.) at 10° C. When the addition was complete the temperature of the mixture was allowed to rise to the ambient temperature over a period of 30 minutes, before being cooled to 10° C. A solution of 2-chloro-3,5-dinitrobenzotrifluoride (5.4 g.) in dimethylformamide (20 ml.) w...